This data is from the Open Reaction Database (ORD), a public repository of structured organic reaction records. The task is: describe an organic reaction: reactants, conditions, products, and yield The reactants are Br, O=C(OCc1ccccc1)N1CCN(C(=O)c2cc3c(ccc4cnc(Nc5cccc(N6CCCCC6)c5)nc43)s2)CC1, CCOCC, ClCCl. Yields the product O=C(c1cc2c(ccc3cnc(Nc4cccc(N5CCCCC5)c4)nc32)s1)N1CCNCC1. RXN SMILES: [BrH:45].[CH2:1]([O:2][C:3](=[O:4])[N:11]1[CH2:12][CH2:13][N:14]([C:17](=[O:18])[c:19]2[cH:20][c:21]3[c:22]([cH:23][cH:24][c:25]4[cH:26][n:27][c:28]([NH:31][c:32]5[cH:33][c:34]([N:38]6[CH2:39][CH2:40][CH2:41][CH2:42][CH2:43]6)[cH:35][cH:36][cH:37]5)[n:29][c:30]34)[s:44]2)[CH2:15][CH2:16]1)[c:5]1[cH:6][cH:7][cH:8][cH:9][cH:10]1.[CH3:46][CH2:47][O:48][CH2:49][CH3:50].[Cl:51][CH2:52][Cl:53]>>[NH:11]1[CH2:12][CH2:13][N:14]([C:17](=[O:18])[c:19]2[cH:20][c:21]3[c:22]([cH:23][cH:24][c:25]4[cH:26][n:27][c:28]([NH:31][c:32]5[cH:33][c:34]([N:38]6[CH2:39][CH2:40][CH2:41][CH2:42][CH2:43]6)[cH:35][cH:36][cH:37]5)[n:29][c:30]34)[s:44]2)[CH2:15][CH2:16]1. The reactants are C(C)(=O)C1=CC=CC=C1 (acetophenone), C(C1=CC=CC=C1)=O (benzaldehyde), N (ammonia). Solvent: C(C)(=O)O (acetic acid). Yields the product C1(=CC=CC=C1)C1=NC(=CC(=C1)C1=CC=CC=C1)C1=CC=CC=C1 (2,4,6-triphenylpyridine). The yield is 68.0%. RXN SMILES: [C:1]([C:4]1[CH:9]=[CH:8][CH:7]=[CH:6][CH:5]=1)(=O)[CH3:2].[CH:10](=O)[C:11]1[CH:16]=[CH:15][CH:14]=[CH:13][CH:12]=1.[NH3:18]>C(O)(=O)C>[C:11]1([C:10]2[CH:2]=[C:1]([C:4]3[CH:9]=[CH:8][CH:7]=[CH:6][CH:5]=3)[CH:2]=[C:1]([C:4]3[CH:9]=[CH:8][CH:7]=[CH:6][CH:5]=3)[N:18]=2)[CH:16]=[CH:15][CH:14]=[CH:13][CH:12]=1. Reported procedure: "Simple aldehydes and ketones without activating groups require mildly forcing conditions and produce the fully aromatic pyridines; accordingly, acetophenone, benzaldehyde, and ammonia in refluxing acetic acid gave a 68% yield of 2,4,6-triphenylpyridine and a 25% yield of β-phenylpropionophenone."